From a dataset of the Open Reaction Database (ORD), a public repository of structured organic reaction records. describe an organic reaction: reactants, conditions, products, and yield The reactants are ClC1=C(C(=C(C(=O)O)C=C1)F)[N+](=O)[O-] (4-chloro-2-fluoro-3-nitro-benzoic acid), CN(C)C=O (DMF), C(C(=O)Cl)(=O)Cl (oxalyl chloride). Run in C(Cl)Cl (DCM). Conditions: time 2 hour. The product is ClC1=C(C(=C(C(=O)Cl)C=C1)F)[N+](=O)[O-] (4-chloro-2-fluoro-3-nitro-benzoyl chloride). As a reaction SMILES: [Cl:1][C:2]1[CH:10]=[CH:9][C:5]([C:6](O)=[O:7])=[C:4]([F:11])[C:3]=1[N+:12]([O-:14])=[O:13].CN(C=O)C.C(Cl)(=O)C([Cl:23])=O>C(Cl)Cl>[Cl:1][C:2]1[CH:10]=[CH:9][C:5]([C:6]([Cl:23])=[O:7])=[C:4]([F:11])[C:3]=1[N+:12]([O-:14])=[O:13]. Procedure: To 4-chloro-2-fluoro-3-nitro-benzoic acid (5.0 g, 22.8 mmol) suspended in dry DCM (60 mL), was added DMF (0.5 mL) followed by the slow addition of oxalyl chloride (2.4 mL, 27.3 mmol, 2M in DCM). The mixture was stirred for 2 hrs, then concentrated to yield 4-chloro-2-fluoro-3-nitro-benzoyl chloride as a yellow solid. The reactants are ClC1=C(C(=CC(=C1)C)Cl)O (2,6-Dichloro-4-methylphenol), C1(OCCO1)=O (ethylene carbonate), N1C=NC=C1 (imidazole). Reaction conditions: temperature 150 celsius. Product: ClC1=C(OCCO)C=CC(C1)(C)Cl (2-(2,4-Dichloro-4-methylphenoxy)ethanol). As a reaction SMILES: [Cl:1][C:2]1[CH:7]=[C:6](C)C=[C:4]([Cl:9])[C:3]=1O.[C:11]1(=O)[O:15][CH2:14][CH2:13][O:12]1.N1C=CN=[CH:18]1>>[Cl:9][C:4]1[CH2:3][C:2]([Cl:1])([CH3:18])[CH:7]=[CH:6][C:11]=1[O:12][CH2:13][CH2:14][OH:15]. Reported procedure: 2,6-Dichloro-4-methylphenol (1 eq.), ethylene carbonate (1 eq.) and imidazole (0.5% loading) were combined and heated at 150° C. for 4 h to afford the title compound as a brown oil. RXN SMILES: [CH2:59]1[O:60][CH2:61][CH2:62][CH2:63]1.[CH:1]1([CH2:4][CH2:5][N:6]2[C:7](=[O:27])[C:8]([CH2:15][OH:16])([c:17]3[cH:18][c:19]4[c:20]([cH:24][c:25]3[OH:26])[O:21][CH2:22][O:23]4)[c:9]3[cH:10][cH:11][cH:12][cH:13][c:14]32)[CH2:2][CH2:3]1.[O:47]=[C:48]([O:49][CH2:50][CH3:51])[N:52]=[N:53][C:54]([O:55][CH2:56][CH3:57])=[O:58].[c:28]1([P:29]([c:30]2[cH:31][cH:32][cH:33][cH:34][cH:35]2)[c:36]2[cH:37][cH:38][cH:39][cH:40][cH:41]2)[cH:42][cH:43][cH:44][cH:45][cH:46]1>>[CH:1]1([CH2:4][CH2:5][N:6]2[C:7](=[O:27])[C:8]3([c:9]4[cH:10][cH:11][cH:12][cH:13][c:14]42)[CH2:15][O:16][c:25]2[c:17]3[cH:18][c:19]3[c:20]([cH:24]2)[O:21][CH2:22][O:23]3)[CH2:2][CH2:3]1. The product is O=C1N(CCC2CC2)c2ccccc2C12COc1cc3c(cc12)OCO3. Reactants: C1CCOC1, O=C1N(CCC2CC2)c2ccccc2C1(CO)c1cc2c(cc1O)OCO2, CCOC(=O)N=NC(=O)OCC, c1ccc(P(c2ccccc2)c2ccccc2)cc1. Reactants: CCOC(=O)c1ccc(-c2ccccc2CNC(=O)OC(C)(C)C)s1, CCOC(C)=O, [K+], [Li+], [OH-], O, O=S(=O)([O-])O. Yields the product CC(C)(C)OC(=O)NCc1ccccc1-c1ccc(C(=O)O)s1. RXN SMILES: [C:1]([CH3:2])([CH3:3])([CH3:4])[O:5][C:6](=[O:7])[NH:8][CH2:9][c:10]1[c:11](-[c:16]2[cH:17][cH:18][c:19]([C:21](=[O:22])[O:23][CH2:24][CH3:25])[s:20]2)[cH:12][cH:13][cH:14][cH:15]1.[CH3:29][CH2:30][O:31][C:32]([CH3:33])=[O:34].[K+:40].[Li+:26].[OH-:27].[OH2:28].[S:35](=[O:36])(=[O:37])([OH:38])[O-:39]>>[C:1]([CH3:2])([CH3:3])([CH3:4])[O:5][C:6](=[O:7])[NH:8][CH2:9][c:10]1[c:11](-[c:16]2[cH:17][cH:18][c:19]([C:21](=[O:22])[OH:23])[s:20]2)[cH:12][cH:13][cH:14][cH:15]1. The reactants are O (water), [OH-].[Na+] (sodium hydroxide), CC1=CC(=NN1CC1=CC=C(C=C1)C)C(=O)OC (methyl 5-methyl-1-(4-methylbenzyl)-1H-pyrazole-3-carboxylate), CC1=CC(=NN1CC1=CC=C(C=C1)C)C(=O)OC (methyl 5-methyl-1-(4-methylbenzyl)-1H-pyrazole-3-carboxylate), [H-].[Al+3].[Li+].[H-].[H-].[H-] (lithium aluminum hydride). Solvent: C1CCOC1 (THF). Reaction conditions: time 1 hour. Yields the product CC1=CC(=NN1CC1=CC=C(C=C1)C)CO ([5-Methyl-1-(4-methylbenzyl)-1H-pyrazol-3-yl]methanol). Yield: 94.7%. As a reaction SMILES: [CH3:1][C:2]1[N:6]([CH2:7][C:8]2[CH:13]=[CH:12][C:11]([CH3:14])=[CH:10][CH:9]=2)[N:5]=[C:4]([C:15](OC)=[O:16])[CH:3]=1.[H-].[Al+3].[Li+].[H-].[H-].[H-].O.[OH-].[Na+]>C1COCC1>[CH3:1][C:2]1[N:6]([CH2:7][C:8]2[CH:13]=[CH:12][C:11]([CH3:14])=[CH:10][CH:9]=2)[N:5]=[C:4]([CH2:15][OH:16])[CH:3]=1 |f:1.2.3.4.5.6,8.9|. Procedure: To a solution of methyl 5-methyl-1-(4-methylbenzyl)-1H-pyrazole-3-carboxylate (Intermediate A, 5.0 g, 20.5 mmol) in THF (100 mL) at 0° C. was added a solution of lithium aluminum hydride (15.4 mL, 30.7 mmol, 2.0 M in THF) dropwise. The mixture was stirred at rt for 1 h. Celite® (3 g) was added to the mixture, followed by water (5 mL) dropwise and sodium hydroxide (1.0 N, 5 mL). The mixture was filtered through a pad of Celite® washing throroughly with ethyl acetate. The combined organics were di... The reactants are CC(=O)O, CCO, CC(C)=O, [Mg+2], Nc1ccc(Cl)cc1, O=S(=O)([O-])[O-]. Yields the product CC(C)Nc1ccc(Cl)cc1. Reaction SMILES: [C:22]([OH:23])(=[O:24])[CH3:25].[CH3:19][CH2:20][OH:21].[CH3:9][C:10]([CH3:11])=[O:12].[Mg+2:13].[NH2:1][c:2]1[cH:3][cH:4][c:5]([Cl:6])[cH:7][cH:8]1.[O-:14][S:15]([O-:16])(=[O:17])=[O:18]>>[NH:1]([c:2]1[cH:3][cH:4][c:5]([Cl:6])[cH:7][cH:8]1)[CH:10]([CH3:9])[CH3:11]. The reactants are ClCCl, CC(C)C(NC(=O)Cn1c(-c2ccccc2)ccc(N)c1=O)C(=O)C(F)(F)F, O=C=NS(=O)(=O)c1ccccc1. Product: CC(C)C(NC(=O)Cn1c(-c2ccccc2)ccc(NC(=O)NS(=O)(=O)c2ccccc2)c1=O)C(=O)C(F)(F)F. RXN SMILES: [Cl:41][CH2:42][Cl:43].[NH2:1][c:2]1[c:3](=[O:28])[n:4]([CH2:14][C:15](=[O:16])[NH:17][CH:18]([C:19]([C:20]([F:21])([F:22])[F:23])=[O:24])[CH:25]([CH3:26])[CH3:27])[c:5](-[c:8]2[cH:9][cH:10][cH:11][cH:12][cH:13]2)[cH:6][cH:7]1.[c:29]1([S:35](=[O:36])(=[O:37])[N:38]=[C:39]=[O:40])[cH:30][cH:31][cH:32][cH:33][cH:34]1>>[NH:1]([c:2]1[c:3](=[O:28])[n:4]([CH2:14][C:15](=[O:16])[NH:17][CH:18]([C:19]([C:20]([F:21])([F:22])[F:23])=[O:24])[CH:25]([CH3:26])[CH3:27])[c:5](-[c:8]2[cH:9][cH:10][cH:11][cH:12][cH:13]2)[cH:6][cH:7]1)[C:39]([NH:38][S:35]([c:29]1[cH:30][cH:31][cH:32][cH:33][cH:34]1)(=[O:36])=[O:37])=[O:40].